From a dataset of the Open Reaction Database (ORD), a public repository of structured organic reaction records. describe an organic reaction: reactants, conditions, products, and yield Starting materials: FC1=C(N)C(=CC=C1)F (2,6-difluoroaniline), C(OCC)(OCC)OCC (triethyl orthoformate), CC1=C(N)C(=CC(=C1)C)C (2,4,6-trimethylaniline). Reagents/catalysts: C(C)(=O)O (Acetic acid). Run at temperature 120 celsius, time 2 hour. Yields the product FC1=C(C(=CC=C1)F)NC=NC1=C(C=C(C=C1C)C)C (N-(2,6-difluorophenyl)-N′(mesityl)-formamidine). The yield is 65.0%. RXN SMILES: [F:1][C:2]1[CH:8]=[CH:7][CH:6]=[C:5]([F:9])[C:3]=1[NH2:4].[CH:10](OCC)(OCC)OCC.[CH3:20][C:21]1[CH:27]=[C:26]([CH3:28])[CH:25]=[C:24]([CH3:29])[C:22]=1[NH2:23]>C(O)(=O)C>[F:1][C:2]1[CH:8]=[CH:7][CH:6]=[C:5]([F:9])[C:3]=1[NH:4][CH:10]=[N:23][C:22]1[C:24]([CH3:29])=[CH:25][C:26]([CH3:28])=[CH:27][C:21]=1[CH3:20]. Procedure: Acetic acid (0.086 mL, 1.5 mmol) was added to a round bottom flask charged with 2,6-difluoroaniline (3 mL, 30 mmol) and triethyl orthoformate (5 mL, 30 mmol). A vigreux column was attached and the solution was heated with stirring to 120° C. for 2 hours. 2,4,6-trimethylaniline (4.22 mL, 30 mmol) was then added to the reaction mixture. The solution was heated to reflux for an additional 2 hours and cooled to room temperature, whereupon crude product precipitated. Trituration with cold hexanes and... Reactants: CN1CCCC1=O, COc1cc2ncnc(Cl)c2cc1OC, Cl, Cc1c(F)ccc2c1NCC2. The product is Cl, COc1cc2ncnc(N3CCc4ccc(F)c(C)c43)c2cc1OC. RXN SMILES: [CH3:28][N:29]1[CH2:30][CH2:31][CH2:32][C:33]1=[O:34].[Cl:13][c:14]1[n:15][cH:16][n:17][c:18]2[cH:19][c:20]([O:26][CH3:27])[c:21]([O:24][CH3:25])[cH:22][c:23]12.[ClH:1].[F:2][c:3]1[cH:4][cH:5][c:6]2[c:10]([c:11]1[CH3:12])[NH:9][CH2:8][CH2:7]2>>[ClH:13].[F:2][c:3]1[cH:4][cH:5][c:6]2[c:10]([c:11]1[CH3:12])[N:9]([c:14]1[n:15][cH:16][n:17][c:18]3[cH:19][c:20]([O:26][CH3:27])[c:21]([O:24][CH3:25])[cH:22][c:23]13)[CH2:8][CH2:7]2.